From a dataset of the Open Reaction Database (ORD), a public repository of structured organic reaction records. describe an organic reaction: reactants, conditions, products, and yield The reactants are N1=C(C=CC=C1)C(=O)O (pyridinecarboxylic acid), compounds, C(=O)(N1C=NC=C1)N1C=NC=C1 (1,1'-carbonyldiimidazole), N1(C=NC=C1)CCCN (1H-imidazol-1-propanamine). Run in O1CCCC1 (tetrahydrofuran). The product is N1(C=NC=C1)CCCNC(=O)C1=NC=CC=C1 (N-[3-(1H-Imidazol-1-yl)propyl]-2-pyridinecarboxamide). RXN SMILES: [N:1]1[CH:6]=[CH:5][CH:4]=[CH:3][C:2]=1[C:7]([OH:9])=O.C(N1C=CN=C1)(N1C=CN=C1)=O.[N:22]1([CH2:27][CH2:28][CH2:29][NH2:30])[CH:26]=[CH:25][N:24]=[CH:23]1>O1CCCC1>[N:22]1([CH2:27][CH2:28][CH2:29][NH:30][C:7]([C:2]2[CH:3]=[CH:4][CH:5]=[CH:6][N:1]=2)=[O:9])[CH:26]=[CH:25][N:24]=[CH:23]1. Reported procedure: Following the general procedure of Example 14 and reacting the appropriate pyridinecarboxylic acid derivative with 1,1'-carbonyldiimidazole and 1H-imidazol-1-propanamine in tetrahydrofuran, the compounds of Examples 15-17 found in Table IV were prepared. Starting materials: COc1ccc(Cn2cnc3nc(Nc4ccc(C#N)cc4)nc(Oc4ccc(-c5ccncc5)cc4)c32)cc1, O=C(O)C(F)(F)F. The product is N#Cc1ccc(Nc2nc(Oc3ccc(-c4ccncc4)cc3)c3[nH]cnc3n2)cc1. As a reaction SMILES: [CH3:1][O:2][c:3]1[cH:4][cH:5][c:6]([CH2:7][n:8]2[cH:9][n:10][c:11]3[n:12][c:13]([NH:30][c:31]4[cH:32][cH:33][c:34]([C:35]#[N:36])[cH:37][cH:38]4)[n:14][c:15]([O:17][c:18]4[cH:19][cH:20][c:21](-[c:24]5[cH:25][cH:26][n:27][cH:28][cH:29]5)[cH:22][cH:23]4)[c:16]23)[cH:39][cH:40]1.[F:41][C:42]([F:43])([F:44])[C:45]([OH:46])=[O:47]>>[nH:8]1[cH:9][n:10][c:11]2[n:12][c:13]([NH:30][c:31]3[cH:32][cH:33][c:34]([C:35]#[N:36])[cH:37][cH:38]3)[n:14][c:15]([O:17][c:18]3[cH:19][cH:20][c:21](-[c:24]4[cH:25][cH:26][n:27][cH:28][cH:29]4)[cH:22][cH:23]3)[c:16]12.